Dataset: the Open Reaction Database (ORD), a public repository of structured organic reaction records. Task: describe an organic reaction: reactants, conditions, products, and yield Starting materials: N1=CC=CC=C1 (pyridine), OO (H2O2), C(C)OC(=O)[C@H]1N(C(CC1)CC[Se]C1=C(C=CC=C1)[N+](=O)[O-])C(=O)OC(C)(C)C ((2S,5R/S)-1-(tert-Butoxycarbonyl)-5[2-(2-nitrophenylselanyl)ethyl]pyrrolidine-2-carboxylic acid ethyl ester). The solvent is C(Cl)Cl (CH2Cl2). Reaction conditions: time 8 hour. Product: C(C)OC(=O)[C@H]1N(C(CC1)C=C)C(=O)OC(C)(C)C ((2S,5R/S)-1-(tert-Butoxycarbonyl)-5-vinylpyrrolidine-2-carboxylic acid ethyl ester). Isolated yield 95.1%. RXN SMILES: [CH2:1]([O:3][C:4]([C@@H:6]1[CH2:10][CH2:9][CH:8]([CH2:11][CH2:12][Se]C2C=CC=CC=2[N+]([O-])=O)[N:7]1[C:23]([O:25][C:26]([CH3:29])([CH3:28])[CH3:27])=[O:24])=[O:5])[CH3:2].N1C=CC=CC=1.OO>C(Cl)Cl>[CH2:1]([O:3][C:4]([C@@H:6]1[CH2:10][CH2:9][CH:8]([CH:11]=[CH2:12])[N:7]1[C:23]([O:25][C:26]([CH3:27])([CH3:29])[CH3:28])=[O:24])=[O:5])[CH3:2]. Procedure details: A solution of 576 mg of selenyl ether 171 (1.22 mmol) in 15 ml of anhydrous CH2Cl2 was cooled to 0° C., added with 0.4 ml of pyridine and 0.8 ml H2O2 (30%) and stirred overnight. The intensely orange-colored solution was subsequently concentrated and purified using silica gel column chromatography (CH2Cl2) to obtain 312 mg of vinylproline 172 (1.16 mmol, 95%) as a yellowish oil.